From a dataset of the Open Reaction Database (ORD), a public repository of structured organic reaction records. describe an organic reaction: reactants, conditions, products, and yield Starting materials: COc1ccc(P2(=S)SP(=S)(c3ccc(OC)cc3)S2)cc1, CC(=O)NCC1CN(c2ccc(N3CCC4(CC3)OCCO4)c(F)c2)C(=O)O1, C1COCCO1. Product: CC(=S)NCC1CN(c2ccc(N3CCC4(CC3)OCCO4)c(F)c2)C(=O)O1. RXN SMILES: [CH3:29][O:30][c:31]1[cH:32][cH:33][c:34]([P:35]2(=[S:38])[S:36][P:37]([c:39]3[cH:40][cH:41][c:42]([O:43][CH3:44])[cH:45][cH:46]3)(=[S:47])[S:48]2)[cH:49][cH:50]1.[O:1]1[CH2:2][CH2:3][O:4][C:5]12[CH2:6][CH2:7][N:8]([c:11]1[c:12]([F:28])[cH:13][c:14]([N:17]3[C:18](=[O:27])[O:19][CH:20]([CH2:22][NH:23][C:24]([CH3:25])=[O:26])[CH2:21]3)[cH:15][cH:16]1)[CH2:9][CH2:10]2.[O:51]1[CH2:52][CH2:53][O:54][CH2:55][CH2:56]1>>[O:1]1[CH2:2][CH2:3][O:4][C:5]12[CH2:6][CH2:7][N:8]([c:11]1[c:12]([F:28])[cH:13][c:14]([N:17]3[C:18](=[O:27])[O:19][CH:20]([CH2:22][NH:23][C:24]([CH3:25])=[S:38])[CH2:21]3)[cH:15][cH:16]1)[CH2:9][CH2:10]2. RXN SMILES: [OH:1][CH2:2][C@@H:3]([N:10]([CH3:22])[C:11]([CH:13]1[CH:15]([C:16]2[CH:21]=[CH:20][CH:19]=[CH:18][CH:17]=2)[O:14]1)=[O:12])[C:4]1[CH:9]=[CH:8][CH:7]=[CH:6][CH:5]=1.[Mg+2].[I-].[I-].[Cl-].[NH4+].O>C1(C)C=CC=CC=1>[OH:14][C@@H:13]1[C@@H:15]([C:16]2[CH:21]=[CH:20][CH:19]=[CH:18][CH:17]=2)[O:1][CH2:2][C@@H:3]([C:4]2[CH:9]=[CH:8][CH:7]=[CH:6][CH:5]=2)[N:10]([CH3:22])[C:11]1=[O:12] |f:1.2.3,4.5|. Procedure: To a stirred solution of (2RS,3RS)—N-[(1S)-2-hydroxy-1-phenylethyl]-N-methyl-3-phenyloxirane-2-carboxamide (30a) (1.7 g, 5.72 mmol) in anhydrous toluene (120 mL) was added MgI2 (1.6 g, 5.72 mmol, 98% purity) and the mixture vigorously stirred at RT for 32 h. The mixture was treated with saturated ammonium chloride (50 mL) and water (50 mL) and stirred for 30 min. The separated organic layer was washed consecutively with saturated ammonium chloride and brine, dried, filtered and evaporated to an ... Run in C1(=CC=CC=C1)C (toluene). The reactants are OC[C@H](C1=CC=CC=C1)N(C(=O)C1OC1C1=CC=CC=C1)C ((2RS,3RS)—N-[(1S)-2-hydroxy-1-phenylethyl]-N-methyl-3-phenyloxirane-2-carboxamide), [Mg+2].[I-].[I-] (MgI2), [Cl-].[NH4+] (ammonium chloride), O (water). Run at time 32 hour. The product is O[C@H]1C(N([C@@H](CO[C@@H]1C1=CC=CC=C1)C1=CC=CC=C1)C)=O ((3R,6R,7R)-6-Hydroxy-4-methyl-3,7-diphenyl-1,4-oxazepan-5-one). Reaction SMILES: [CH2:1]([CH3:2])[O:3][C:4](=[O:5])[c:6]1[n:7]([CH3:18])[c:8]([CH3:17])[c:9]([C:12](=[O:13])[O:14][CH2:15][CH3:16])[c:10]1[CH3:11].[S:19](=[O:20])(=[O:21])([OH:22])[OH:23]>>[CH2:1]([CH3:2])[O:3][C:4](=[O:5])[c:6]1[n:7]([CH3:18])[c:8]([CH3:17])[c:9]([C:12](=[O:13])[OH:14])[c:10]1[CH3:11]. Starting materials: CCOC(=O)c1c(C)c(C(=O)OCC)n(C)c1C, O=S(=O)(O)O. The product is CCOC(=O)c1c(C)c(C(=O)O)c(C)n1C. Product: COC(=O)C(Cc1ccc(-c2ccc(C#N)cc2)cc1)NC(=O)C1Cc2cc3c(cc2CN1S(=O)(=O)c1sc(N)nc1C)OC(c1ccc(OCc2ccc(Cl)c(Cl)c2)cc1)C(=O)N3C. Reactants: COC(=O)C(Cc1ccc(-c2ccc(C#N)cc2)cc1)NC(=O)C1Cc2cc3c(cc2CN1C(=O)OC(C)(C)C)OC(c1ccc(OCc2ccc(Cl)c(Cl)c2)cc1)C(=O)N3C, COC(=O)C(Cc1ccc(-c2ccc(C#N)cc2)cc1)NC(=O)C1Cc2cc3c(cc2CN1S(=O)(=O)c1sc(NC(C)=O)nc1C)OC(c1ccc(OCc2ccc(Cl)c(Cl)c2)cc1)C(=O)N3C. Reaction SMILES: [C:1]([O:2][C:3]([N:4]1[CH:5]([C:6](=[O:7])[NH:8][CH:9]([C:10]([O:11][CH3:12])=[O:13])[CH2:14][c:15]2[cH:16][cH:17][c:18](-[c:19]3[cH:20][cH:21][c:22]([C:23]#[N:24])[cH:25][cH:26]3)[cH:27][cH:28]2)[CH2:29][c:30]2[cH:31][c:32]3[c:33]([cH:56][c:57]2[CH2:58]1)[O:34][CH:35]([c:36]1[cH:37][cH:38][c:39]([O:40][CH2:41][c:42]2[cH:43][cH:44][c:45]([Cl:46])[c:47]([Cl:48])[cH:49]2)[cH:50][cH:51]1)[C:52](=[O:53])[N:54]3[CH3:55])=[O:59])([CH3:60])([CH3:61])[CH3:62].[CH3:63][O:64][C:65]([CH:66]([CH2:67][c:68]1[cH:69][cH:70][c:71](-[c:74]2[cH:75][cH:76][c:77]([C:80]#[N:81])[cH:78][cH:79]2)[cH:72][cH:73]1)[NH:82][C:83](=[O:84])[CH:85]1[N:86]([S:117](=[O:118])(=[O:119])[c:120]2[c:121]([CH3:129])[n:122][c:123]([NH:125][C:126](=[O:127])[CH3:128])[s:124]2)[CH2:87][c:88]2[cH:89][c:90]3[c:95]([cH:96][c:97]2[CH2:98]1)[N:94]([CH3:99])[C:93](=[O:100])[CH:92]([c:101]1[cH:102][cH:103][c:104]([O:107][CH2:108][c:109]2[cH:110][c:111]([Cl:116])[c:112]([Cl:115])[cH:113][cH:114]2)[cH:105][cH:106]1)[O:91]3)=[O:130]>>[CH3:63][O:64][C:65]([CH:66]([CH2:67][c:68]1[cH:69][cH:70][c:71](-[c:74]2[cH:75][cH:76][c:77]([C:80]#[N:81])[cH:78][cH:79]2)[cH:72][cH:73]1)[NH:82][C:83](=[O:84])[CH:85]1[N:86]([S:117](=[O:118])(=[O:119])[c:120]2[c:121]([CH3:129])[n:122][c:123]([NH2:125])[s:124]2)[CH2:87][c:88]2[cH:89][c:90]3[c:95]([cH:96][c:97]2[CH2:98]1)[N:94]([CH3:99])[C:93](=[O:100])[CH:92]([c:101]1[cH:102][cH:103][c:104]([O:107][CH2:108][c:109]2[cH:110][c:111]([Cl:116])[c:112]([Cl:115])[cH:113][cH:114]2)[cH:105][cH:106]1)[O:91]3)=[O:130]. Starting materials: P(=O)([O-])([O-])[O-].[K+].[K+].[K+] (Potassiumphosphate), C1(=CC=CC=C1)P(C1=CC=CC=C1)C1=CC=CC=C1 (triphenyl phosphine), ClC1=NC=C(C(=C1)N)I (2-chloro-5-iodo-4-aminopyridine), COC1=C(C=CC=C1)B(O)O (2-methoxybenzeneboronic acid). Reagents/catalysts: C(C)(=O)[O-].[Pd+2].C(C)(=O)[O-] (palladium acetate). Run at temperature 75 celsius. Product: ClC1=NC=C(C(=C1)N)C1=C(C=CC=C1)OC (2-chloro-5-(2-methoxyphenyl)pyridin-4-amine). Isolated yield 80.5%. As a reaction SMILES: P([O-])([O-])([O-])=O.[K+].[K+].[K+].C1(P(C2C=CC=CC=2)C2C=CC=CC=2)C=CC=CC=1.[Cl:28][C:29]1[CH:34]=[C:33]([NH2:35])[C:32](I)=[CH:31][N:30]=1.[CH3:37][O:38][C:39]1[CH:44]=[CH:43][CH:42]=[CH:41][C:40]=1B(O)O>C([O-])(=O)C.[Pd+2].C([O-])(=O)C>[Cl:28][C:29]1[CH:34]=[C:33]([NH2:35])[C:32]([C:40]2[CH:41]=[CH:42][CH:43]=[CH:44][C:39]=2[O:38][CH3:37])=[CH:31][N:30]=1 |f:0.1.2.3,7.8.9|. Procedure: Potassiumphosphate (18.28 g, 79 mmol), triphenyl phosphine (1.04 g, 3.97 mmol), 2-chloro-5-iodo-4-aminopyridine (10.1 g, 39. mmol), 2-methoxybenzeneboronic acid (8.44 g, 55.57 mmol) and palladium acetate (0.45 g, 1.98 mmol) were sequentially added to degassed acetonitrile (300 mL) and water (100 mL) under nitrogen. The reaction mixture was heated at 75° C. for overnight, then cooled to room temperature. The organic layer was separated and aqueous layer and was extracted with ethyl acetate. The c... The reactants are CCN(c1cc(Br)cc(C(=O)NCc2c(C)cc(C)[nH]c2=O)c1C)C1CCOCC1, O=C([O-])[O-], O=Cc1ccc(B(O)O)c(F)c1, [Na+], [Na+], C1COCCO1, O, c1ccc(P(c2ccccc2)(c2ccccc2)[Pd](P(c2ccccc2)(c2ccccc2)c2ccccc2)(P(c2ccccc2)(c2ccccc2)c2ccccc2)P(c2ccccc2)(c2ccccc2)c2ccccc2)cc1. The product is CCN(c1cc(-c2ccc(C=O)cc2F)cc(C(=O)NCc2c(C)cc(C)[nH]c2=O)c1C)C1CCOCC1. As a reaction SMILES: [Br:1][c:2]1[cH:3][c:4]([N:22]([CH:23]2[CH2:24][CH2:25][O:26][CH2:27][CH2:28]2)[CH2:29][CH3:30])[c:5]([CH3:21])[c:6]([C:7](=[O:8])[NH:9][CH2:10][c:11]2[c:12](=[O:19])[nH:13][c:14]([CH3:18])[cH:15][c:16]2[CH3:17])[cH:20]1.[C:43](=[O:44])([O-:45])[O-:46].[F:31][c:32]1[c:33]([B:40]([OH:41])[OH:42])[cH:34][cH:35][c:36]([CH:38]=[O:39])[cH:37]1.[Na+:47].[Na+:48].[O:49]1[CH2:50][CH2:51][O:52][CH2:53][CH2:54]1.[OH2:55].[cH:56]1[cH:57][cH:58][c:59]([P:60]([Pd:61]([P:62]([c:63]2[cH:64][cH:65][cH:66][cH:67][cH:68]2)([c:69]2[cH:70][cH:71][cH:72][cH:73][cH:74]2)[c:75]2[cH:76][cH:77][cH:78][cH:79][cH:80]2)([P:81]([c:82]2[cH:83][cH:84][cH:85][cH:86][cH:87]2)([c:88]2[cH:89][cH:90][cH:91][cH:92][cH:93]2)[c:94]2[cH:95][cH:96][cH:97][cH:98][cH:99]2)[P:100]([c:101]2[cH:102][cH:103][cH:104][cH:105][cH:106]2)([c:107]2[cH:108][cH:109][cH:110][cH:111][cH:112]2)[c:113]2[cH:114][cH:115][cH:116][cH:117][cH:118]2)([c:119]2[cH:120][cH:121][cH:122][cH:123][cH:124]2)[c:125]2[cH:126][cH:127][cH:128][cH:129][cH:130]2)[cH:131][cH:132]1>>[c:2]1(-[c:33]2[c:32]([F:31])[cH:37][c:36]([CH:38]=[O:39])[cH:35][cH:34]2)[cH:3][c:4]([N:22]([CH:23]2[CH2:24][CH2:25][O:26][CH2:27][CH2:28]2)[CH2:29][CH3:30])[c:5]([CH3:21])[c:6]([C:7](=[O:8])[NH:9][CH2:10][c:11]2[c:12](=[O:19])[nH:13][c:14]([CH3:18])[cH:15][c:16]2[CH3:17])[cH:20]1.